Dataset: the Open Reaction Database (ORD), a public repository of structured organic reaction records. Task: describe an organic reaction: reactants, conditions, products, and yield The reactants are [N+](=O)(O)[O-] (nitric acid), FC(OC1=CC=C(C=C1)O)F (4-(Difluoromethoxy)phenol), ice water. Solvent: ClCCCl (DCE), ClCCCl (DCE). Run at temperature 0 celsius. Yields the product FC(OC1=CC(=C(C=C1)O)[N+](=O)[O-])F (4-(Difluoromethoxy)-2-nitrophenol). Yield: 85.9%. Reaction SMILES: [F:1][CH:2]([F:11])[O:3][C:4]1[CH:9]=[CH:8][C:7]([OH:10])=[CH:6][CH:5]=1.[N+:12]([O-])([OH:14])=[O:13]>ClCCCl>[F:1][CH:2]([F:11])[O:3][C:4]1[CH:5]=[CH:6][C:7]([OH:10])=[C:8]([N+:12]([O-:14])=[O:13])[CH:9]=1. Procedure: 4-(Difluoromethoxy)phenol (500 mg, 3.12 mmol) was dissolved in DCE (3 mL). The reaction mixture was cooled to 0° C. and nitric acid (0.488 mL, 10.92 mmol) was added dropwise over 10 min. The reaction mixture was stirred for a further hour at 0° C., then poured into an ice/water mix (5 g in 5 mL). DCE (10 mL) was added and the layers separated. The organic layer was dried (MgSO4) and evaporated to dryness to give a crude brown oil (550 mg). Material was carried forward without further purificatio... The reactants are [BH4-], CCOC(=O)c1cnc2cc(C(F)(F)F)ccc2c1-c1cc(C=O)ccc1OC, CCO, [Na+]. Product: CCOC(=O)c1cnc2cc(C(F)(F)F)ccc2c1-c1cc(CO)ccc1OC. Reaction SMILES: [BH4-:30].[CH2:1]([CH3:2])[O:3][C:4](=[O:5])[c:6]1[cH:7][n:8][c:9]2[cH:10][c:11]([C:26]([F:27])([F:28])[F:29])[cH:12][cH:13][c:14]2[c:15]1-[c:16]1[c:17]([O:24][CH3:25])[cH:18][cH:19][c:20]([CH:22]=[O:23])[cH:21]1.[CH3:32][CH2:33][OH:34].[Na+:31]>>[CH2:1]([CH3:2])[O:3][C:4](=[O:5])[c:6]1[cH:7][n:8][c:9]2[cH:10][c:11]([C:26]([F:27])([F:28])[F:29])[cH:12][cH:13][c:14]2[c:15]1-[c:16]1[c:17]([O:24][CH3:25])[cH:18][cH:19][c:20]([CH2:22][OH:23])[cH:21]1.